From a dataset of the Open Reaction Database (ORD), a public repository of structured organic reaction records. describe an organic reaction: reactants, conditions, products, and yield Starting materials: Example 125 ( h ), ClC1=C(C=CC=C1)C1=NOC(=N1)COC1=NC=C(C=N1)C1C(CN(CC1)C(=O)OC(C)(C)C)OCC1=CC2=CC=CC=C2C=C1 (tert-butyl (3RS,4RS)-4-[2-[3-(2-chlorophenyl)-[1,2,4]oxadiazol-5-ylmethoxy]-pyrimidin-5-yl]-3-(naphthalen-2-ylmethoxy)-piperidine-1-carboxylate). Reagents/catalysts: [Br-].[Zn+2].[Br-] (zinc bromide). Yields the product ClC1=C(C=CC=C1)C1=NOC(=N1)COC1=NC=C(C=N1)C1C(CNCC1)OCC1=CC2=CC=CC=C2C=C1 (2-[3-(2-chloro-phenyl)-[1,2,4]oxadiazol-5-ylmethoxy]-5-[(3RS,4RS)-3-(naphthalen-2-ylmethoxy)-piperidin-4-yl]-pyrimidine). Reaction SMILES: [Cl:1][C:2]1[CH:7]=[CH:6][CH:5]=[CH:4][C:3]=1[C:8]1[N:12]=[C:11]([CH2:13][O:14][C:15]2[N:20]=[CH:19][C:18]([CH:21]3[CH2:26][CH2:25][N:24](C(OC(C)(C)C)=O)[CH2:23][CH:22]3[O:34][CH2:35][C:36]3[CH:45]=[CH:44][C:43]4[C:38](=[CH:39][CH:40]=[CH:41][CH:42]=4)[CH:37]=3)=[CH:17][N:16]=2)[O:10][N:9]=1>[Br-].[Zn+2].[Br-]>[Cl:1][C:2]1[CH:7]=[CH:6][CH:5]=[CH:4][C:3]=1[C:8]1[N:12]=[C:11]([CH2:13][O:14][C:15]2[N:20]=[CH:19][C:18]([CH:21]3[CH2:26][CH2:25][NH:24][CH2:23][CH:22]3[O:34][CH2:35][C:36]3[CH:45]=[CH:44][C:43]4[C:38](=[CH:39][CH:40]=[CH:41][CH:42]=4)[CH:37]=3)=[CH:17][N:16]=2)[O:10][N:9]=1 |f:1.2.3|. Procedure: In an analogous manner to that described in Example 125 (h), from tert-butyl (3RS,4RS)-4-[2-[3-(2-chlorophenyl)-[1,2,4]oxadiazol-5-ylmethoxy]-pyrimidin-5-yl]-3-(naphthalen-2-ylmethoxy)-piperidine-1-carboxylate by cleavage of the BOC group by means of anhydrous zinc bromide there was obtained 2-[3-(2-chloro-phenyl)-[1,2,4]oxadiazol-5-ylmethoxy]-5-[(3RS,4RS)-3-(naphthalen-2-ylmethoxy)-piperidin-4-yl]-pyrimidine in the form of an amorphous yellowish solid; MS: 528 (M+H)+. The reactants are C(C(=O)Cl)(=O)Cl (Oxalyl chloride), ClC1=C(C=CC(=C1)S(=O)(=O)C1=CC=C(C=C1)C(=O)O)NC([C@@](C(F)(F)F)(C)O)=O ((R)-N-[2-chloro-4-(4-carboxyphenylsulphonyl)phenyl]-2-hydroxy-2-methyl-3,3,3-trifluoropropanamide), CNC (dimethylamine). The reagents and catalysts are CN(C)C=O (DMF). The solvent is C(Cl)Cl (DCM). Reaction conditions: time 5 hour. Product: ClC1=C(C=CC(=C1)S(=O)(=O)C1=CC=C(C=C1)C(N(C)C)=O)NC([C@@](C(F)(F)F)(C)O)=O ((R)-N-{2-Chloro-4-[4-(N,N-dimethylcarbamoyl)phenylsulphonyl]phenyl}-2-hydroxy-2-methyl-3,3,3-trifluoropropanamide). Reaction SMILES: C(Cl)(=O)C(Cl)=O.[Cl:7][C:8]1[CH:13]=[C:12]([S:14]([C:17]2[CH:22]=[CH:21][C:20]([C:23](O)=[O:24])=[CH:19][CH:18]=2)(=[O:16])=[O:15])[CH:11]=[CH:10][C:9]=1[NH:26][C:27](=[O:35])[C@:28]([OH:34])([CH3:33])[C:29]([F:32])([F:31])[F:30].[CH3:36][NH:37][CH3:38]>C(Cl)Cl.CN(C=O)C>[Cl:7][C:8]1[CH:13]=[C:12]([S:14]([C:17]2[CH:22]=[CH:21][C:20]([C:23](=[O:24])[N:37]([CH3:38])[CH3:36])=[CH:19][CH:18]=2)(=[O:15])=[O:16])[CH:11]=[CH:10][C:9]=1[NH:26][C:27](=[O:35])[C@:28]([OH:34])([CH3:33])[C:29]([F:30])([F:31])[F:32]. Reported procedure: Oxalyl chloride (0.45 ml) was added to a stirred suspension of (R)-N-[2-chloro-4-(4-carboxyphenylsulphonyl)phenyl]-2-hydroxy-2-methyl-3,3,3-trifluoropropanamide (Example 121) (1.81 g) in DCM (100 ml) containing DMF (10 drops). The mixture was stirred for 5 hours and then a solution of dimethylamine (4.2 ml, 2M solution in methanol) was added, and the solution was stirred overnight. The reaction mixture was washed with dilute hydrochloric acid solution (2×25 ml) then dried. Volatile material was ...